From a dataset of the Open Reaction Database (ORD), a public repository of structured organic reaction records. describe an organic reaction: reactants, conditions, products, and yield Reactants: C1(=CC=CC=C1)C=1NC2=CC=CC=C2C1CCCC(=O)O (2-pheny-1H-indole-3-butanoic acid), [N+](=O)([O-])[O-].[Na+] (sodium nitrate), O (water). Product: C1(=CC=CC=C1)C=1NC2=CC=C(C=C2C1CCCC(=O)O)[N+](=O)[O-] (2-Phenyl-5-nitro-1H-indole-3-butanoic Acid). Yield: 30.0%. As a reaction SMILES: [N+:1]([O-:4])([O-])=[O:2].[Na+].[C:6]1([C:12]2[NH:13][C:14]3[C:19]([C:20]=2[CH2:21][CH2:22][CH2:23][C:24]([OH:26])=[O:25])=[CH:18][CH:17]=[CH:16][CH:15]=3)[CH:11]=[CH:10][CH:9]=[CH:8][CH:7]=1.O>S(=O)(=O)(O)O>[C:6]1([C:12]2[NH:13][C:14]3[C:19]([C:20]=2[CH2:21][CH2:22][CH2:23][C:24]([OH:26])=[O:25])=[CH:18][C:17]([N+:1]([O-:4])=[O:2])=[CH:16][CH:15]=3)[CH:7]=[CH:8][CH:9]=[CH:10][CH:11]=1 |f:0.1|. Procedure: A solution of 1.19 g (4.10−3 mol) of sodium nitrate in 50 ml of concentrated sulfuric acid is added at 0-5° C., with stirring, to a solution of 3.67 g (13.15.10−2 mol) of 2-pheny-1H-indole-3-butanoic acid in 200 ml of concentrated sulfuric acid. Stirring is maintained at 5° C. for 20 min and the reaction medium is then poured into a mixture of water and ice. The yellow precipitate formed is filtered off and washed on the filter with water and with a small amount of petroleum ether. The product i... Run at temperature 5 celsius. Solvent: S(O)(O)(=O)=O (sulfuric acid), S(O)(O)(=O)=O (sulfuric acid). Starting materials: BrC=1C=C(C(=O)O)C=CC1O (3-bromo-4-hydroxybenzoic acid), CN(C)C=O (DMF), C(C(=O)Cl)(=O)Cl (oxalyl chloride). Solvent: C(Cl)Cl (DCM). Conditions: time 2 hour. Product: BrC=1C=C(C(=O)N)C=CC1O (3-bromo-4-hydroxybenzamide). Reaction SMILES: [Br:1][C:2]1[CH:3]=[C:4]([CH:8]=[CH:9][C:10]=1[OH:11])[C:5](O)=[O:6].C[N:13](C=O)C.C(Cl)(=O)C(Cl)=O>C(Cl)Cl>[Br:1][C:2]1[CH:3]=[C:4]([CH:8]=[CH:9][C:10]=1[OH:11])[C:5]([NH2:13])=[O:6]. Reported procedure: To a stirred solution of 3-bromo-4-hydroxybenzoic acid (0.5 g) and DMF (0.1 ml) in DCM (10 ml) was added dropwise oxalyl chloride (0.6 ml). After stirring for 2 h, ammonia gas was purged through. After completion of reaction by tlc, the solvent was removed under reduced pressure. The residue was dissolved in water and extracted with ethyl acetate. The organics were dried over sodium sulphate and concentrated in vacuo to yield the title compound, 0.18 g Starting materials: CC(C)(C)c1ccc(S(=O)(=O)Cl)cc1, CN(C)c1ccncc1, Cc1noc(N)c1C, c1ccncc1. The product is Cc1noc(NS(=O)(=O)c2ccc(C(C)(C)C)cc2)c1C. As a reaction SMILES: [C:1]([CH3:2])([CH3:3])([CH3:4])[c:5]1[cH:6][cH:7][c:8]([S:11](=[O:12])(=[O:13])[Cl:14])[cH:9][cH:10]1.[CH3:23][N:24]([CH3:25])[c:26]1[cH:27][cH:28][n:29][cH:30][cH:31]1.[NH2:15][c:16]1[c:17]([CH3:22])[c:18]([CH3:21])[n:19][o:20]1.[cH:32]1[cH:33][cH:34][n:35][cH:36][cH:37]1>>[C:1]([CH3:2])([CH3:3])([CH3:4])[c:5]1[cH:6][cH:7][c:8]([S:11](=[O:12])(=[O:13])[NH:15][c:16]2[c:17]([CH3:22])[c:18]([CH3:21])[n:19][o:20]2)[cH:9][cH:10]1. Reactants: COC(C(CC(=O)C1=CC=NC=C1)=O)OC (4,4-dimethoxy-1-pyridin-4-yl-butane-1,3-dione), Cl.FC1=CC=C(C=C1)NN (4-fluorophenylhydrazine hydrochloride). Solvent: C(C)O (ethanol). The product is COC(C=1C=C(N(N1)C1=CC=C(C=C1)F)C1=CC=NC=C1)OC (4-[5-Dimethoxymethyl-2-(4-fluoro-phenyl)-2H-pyrazol-3-yl]-pyridine). Yield: 9.6%. Reaction SMILES: [CH3:1][O:2][CH:3]([O:15][CH3:16])[C:4](=O)[CH2:5][C:6]([C:8]1[CH:13]=[CH:12][N:11]=[CH:10][CH:9]=1)=O.Cl.[F:18][C:19]1[CH:24]=[CH:23][C:22]([NH:25][NH2:26])=[CH:21][CH:20]=1>C(O)C>[CH3:1][O:2][CH:3]([O:15][CH3:16])[C:4]1[CH:5]=[C:6]([C:8]2[CH:13]=[CH:12][N:11]=[CH:10][CH:9]=2)[N:25]([C:22]2[CH:23]=[CH:24][C:19]([F:18])=[CH:20][CH:21]=2)[N:26]=1 |f:1.2|. Procedure: A stirred solution of 4,4-dimethoxy-1-pyridin-4-yl-butane-1,3-dione (20 g, Reference Example 2) in ethanol (500 ml) was treated with 4-fluorophenylhydrazine hydrochloride (29 g). The mixture was refluxed for 0.5 hour then evaporated. The residual yellow oil was subjected to flash chromatography on silica eluting with a mixture of methanol and dichloromethane (99:1, v/v) to give the title compound as a brown oil (2.7 g). MS: 314 [MH]+. RF=0.27 (ethyl acetate, determined by thin layer chromatograp... Reactants: N=1C=2C=CC=CC2C=CC1C, O=C(O)C1CCC(F)(F)CC1. The reagents and catalysts are O=S(=O)(O)OOS(=O)(=O)O.N. Run in O, O=S(C)C. Reaction conditions: temperature 40 celsius, time 16 hour. Product: FC1(F)CCC(C2=CC(=NC=3C=CC=CC32)C)CC1. Isolated yield 74.0%. The reactants are [OH-].[Na+] (sodium hydroxide), C1=C(C=C2CCCC3CCCC1=C23)NC(=O)C2=NC=C(C(=O)OC)C=C2 (methyl 6-[(5,6,6a,7,8,9-hexahydro-4H-2-phenalenyl)carbamoyl]nicotinate), Cl (hydrochloric acid). The solvent is C(C)O (ethanol). Run at time 2 hour. Yields the product C1=C(C=C2CCCC3CCCC1=C23)NC(=O)C2=NC=C(C(=O)O)C=C2 (6-[(5,6,6a,7,8,9-Hexahydro-4H-2-phenalenyl)carbamoyl]nicotinic acid). The yield is 86.5%. As a reaction SMILES: [CH:1]1[C:12]2=[C:13]3[CH:8]([CH2:9][CH2:10][CH2:11]2)[CH2:7][CH2:6][CH2:5][C:4]3=[CH:3][C:2]=1[NH:14][C:15]([C:17]1[CH:26]=[CH:25][C:20]([C:21]([O:23]C)=[O:22])=[CH:19][N:18]=1)=[O:16].[OH-].[Na+].Cl>C(O)C>[CH:3]1[C:4]2=[C:13]3[CH:8]([CH2:7][CH2:6][CH2:5]2)[CH2:9][CH2:10][CH2:11][C:12]3=[CH:1][C:2]=1[NH:14][C:15]([C:17]1[CH:26]=[CH:25][C:20]([C:21]([OH:23])=[O:22])=[CH:19][N:18]=1)=[O:16] |f:1.2|. Procedure details: A suspension of methyl 6-[(5,6,6a,7,8,9-hexahydro-4H-2-phenalenyl)carbamoyl]nicotinate (0.194 g) in ethanol (10 ml) was added with 2 N aqueous sodium hydroxide (2 ml), and the mixture was stirred at room temperature for 2 hours. The reaction mixture was made acidic with 2 N aqueous hydrochloric acid, and the mixture was extracted with chloroform. The organic layer was washed with saturated brine, and dried over anhydrous sodium sulfate. The organic layer was concentrated under reduced pressure, ... Reactants: [BH4-], CCC1CN(Cc2ccccc2)CCC1=O, CO, [Na+]. Reaction SMILES: [BH4-:1].[CH2:3]([c:4]1[cH:5][cH:6][cH:7][cH:8][cH:9]1)[N:10]1[CH2:11][CH:12]([CH2:17][CH3:18])[C:13](=[O:16])[CH2:14][CH2:15]1.[CH3:19][OH:20].[Na+:2]>>[CH2:3]([c:4]1[cH:5][cH:6][cH:7][cH:8][cH:9]1)[N:10]1[CH2:11][CH:12]([CH2:17][CH3:18])[CH:13]([OH:16])[CH2:14][CH2:15]1. The product is CCC1CN(Cc2ccccc2)CCC1O.